describe an organic reaction: reactants, conditions, products, and yield From a dataset of the Open Reaction Database (ORD), a public repository of structured organic reaction records. The reactants are C1(=CC=CC=C1)C12C(CCC(CC1)N2CC=C)O (1-phenyl-8-(prop-2-enyl)-8-azabicyclo[3.2.1]octan-2-ol), C1COCCOCCOCCOCCOCCO1 (18-crown-6), [H-].[Na+] (Sodium hydride), FC(C=1C=C(CBr)C=C(C1)C(F)(F)F)(F)F (3,5-bis(trifluoromethyl)benzyl bromide). The solvent is C1CCOC1 (THF), C1CCOC1 (THF). Conditions: time 8 hour. The product is FC(C=1C=C(C=C(C1)C(F)(F)F)CO[C@@H]1[C@]2(CC[C@@H](CC1)N2CC=C)C2=CC=CC=C2)(F)F ((1S,2S,5S)-2-{[3,5-Bis(trifluoromethyl)phenyl]methoxy}-1-phenyl-8-(prop-2-enyl)-8-azabicyclo[3.2.1]octane). Reaction SMILES: [H-].[Na+].[C:3]1([C:9]23[N:16]([CH2:17][CH:18]=[CH2:19])[CH:13]([CH2:14][CH2:15]2)[CH2:12][CH2:11][CH:10]3[OH:20])[CH:8]=[CH:7][CH:6]=[CH:5][CH:4]=1.[F:21][C:22]([F:36])([F:35])[C:23]1[CH:24]=[C:25]([CH:28]=[C:29]([C:31]([F:34])([F:33])[F:32])[CH:30]=1)[CH2:26]Br.C1OCCOCCOCCOCCOCCOC1>C1COCC1>[F:21][C:22]([F:35])([F:36])[C:23]1[CH:24]=[C:25]([CH2:26][O:20][C@H:10]2[CH2:11][CH2:12][C@H:13]3[N:16]([CH2:17][CH:18]=[CH2:19])[C@:9]2([C:3]2[CH:4]=[CH:5][CH:6]=[CH:7][CH:8]=2)[CH2:15][CH2:14]3)[CH:28]=[C:29]([C:31]([F:32])([F:33])[F:34])[CH:30]=1 |f:0.1|. Procedure details: Sodium hydride (60% in oil, 67 mg, 1.67 mmol) was washed twice with THF and treated with a solution 1S,2S,5S)-1-phenyl-8-(prop-2-enyl)-8-azabicyclo[3.2.1]octan-2-ol (Description 57; 116 mg, 0.47 mmol), 3,5-bis(trifluoromethyl)benzyl bromide (430 mg, 1.4 mmol), 18-crown-6 (33 mg, 1.25 mmol) in THF (2 ml). The reaction mixture was stirred at room temperature overnight, quenched with saturated aqueous NH4Cl and extracted into diethyl ether. The combined organic extracts were washed with water, drie... The reactants are N#Cc1ccc(N(CCO)CC2CC2)cc1C(F)(F)F, Oc1ccc(F)cc1. The product is N#Cc1ccc(N(CCOc2ccc(F)cc2)CC2CC2)cc1C(F)(F)F. As a reaction SMILES: [CH:1]1([CH2:4][N:5]([c:6]2[cH:7][c:8]([C:14]([F:15])([F:16])[F:17])[c:9]([C:10]#[N:11])[cH:12][cH:13]2)[CH2:18][CH2:19][OH:20])[CH2:2][CH2:3]1.[F:21][c:22]1[cH:23][cH:24][c:25]([OH:28])[cH:26][cH:27]1>>[CH:1]1([CH2:4][N:5]([c:6]2[cH:7][c:8]([C:14]([F:15])([F:16])[F:17])[c:9]([C:10]#[N:11])[cH:12][cH:13]2)[CH2:18][CH2:19][O:20][c:25]2[cH:24][cH:23][c:22]([F:21])[cH:27][cH:26]2)[CH2:2][CH2:3]1. Isolated yield 95.8%. Procedure: A mixture of 5.0 g (0.0151 mole) of 2-(3,4-dichlorophenoxy)-5-(methylsulfonyl)benzenamine (Example 16), 75 ml of glacial acetic acid, 37.5 ml of water and 3.0 g (0.0306 mole) of concentrated sulfuric acid was cooled to 0° C. and 1.5 g (0.0217 mole) of sodium nitrite dissolved in 15 ml of water was added slowly. The mixture was stirred at 0° C. for 20 minutes and then added slowly to a mixture of 7.5 g (0.0838 mole) of cuprous cyanide and 30 g (0.612 mole) of sodium cyanide dissolved in 150 ml of... Conditions: temperature 0 celsius, time 20 minute. Starting materials: ClC=1C=C(OC2=C(C=C(C=C2)S(=O)(=O)C)N)C=CC1Cl (2-(3,4-Dichlorophenoxy)-5-(methylsulfonyl)benzenamine), S(O)(O)(=O)=O (sulfuric acid), N(=O)[O-].[Na+] (sodium nitrite), cuprous cyanide, [C-]#N.[Na+] (sodium cyanide). As a reaction SMILES: [Cl:1][C:2]1[CH:3]=[C:4]([CH:17]=[CH:18][C:19]=1[Cl:20])[O:5][C:6]1[CH:11]=[CH:10][C:9]([S:12]([CH3:15])(=[O:14])=[O:13])=[CH:8][C:7]=1N.S(=O)(=O)(O)O.N([O-])=O.[Na+].[C-:30]#[N:31].[Na+]>O.C(O)(=O)C>[Cl:1][C:2]1[CH:3]=[C:4]([CH:17]=[CH:18][C:19]=1[Cl:20])[O:5][C:6]1[CH:11]=[CH:10][C:9]([S:12]([CH3:15])(=[O:14])=[O:13])=[CH:8][C:7]=1[C:30]#[N:31] |f:2.3,4.5|. Solvent: O (water), C(C)(=O)O (acetic acid), O (water), O (water), O (water). Product: ClC=1C=C(OC2=C(C#N)C=C(C=C2)S(=O)(=O)C)C=CC1Cl (2-(3,4-Dichlorophenoxy)-5-(methylsulfonyl)benzonitrile).